describe an organic reaction: reactants, conditions, products, and yield From a dataset of the Open Reaction Database (ORD), a public repository of structured organic reaction records. The reactants are C=CC1=CC=CC=C1 (styrene), C1(\C=C/C(=O)O1)=O (maleic anhydride), C1(\C=C/C(=O)O1)=O (maleic anhydride), C=CC1=CC=CC=C1 (styrene). The product is C(=CC1=CC=CC=C1)/C/1=C/C(=O)OC1=O (styrene-maleic anhydride). As a reaction SMILES: [CH2:1]=[CH:2][C:3]1[CH:8]=[CH:7][CH:6]=[CH:5][CH:4]=1.[C:9]1(=[O:15])[O:14][C:12](=[O:13])[CH:11]=[CH:10]1>>[CH:1]([C:10]1=[CH:11][C:12]([O:14][C:9]1=[O:15])=[O:13])=[CH:2][C:3]1[CH:8]=[CH:7][CH:6]=[CH:5][CH:4]=1. Procedure: U.S. Pat. No. 4,145,375 teaches a process for copolymerizing styrene and maleic anhydride by the steps of gradually mixing maleic anhydride with styrene in a mass stage under polymerizing conditions to form styrene-maleic anhydride polymer and then suspending the styrene-rich mixture in water, the styrene polymerization is completed as in a conventional mass/suspension polymerization system. Following polymerization, polymeric beads are separated from the water and dried. The disclosure indicate... The reactants are [OH-].[Na+] (sodium hydroxide), C(C1=CC=CC=C1)(=O)NC(NC=1SC(=C(N1)C1=CC=C(C=C1)OC)C1=CC=C(C=C1)OC)=S (2-(3-benzoylthioureido)-4,5-bis(4-methoxyphenyl)thiazole), O (water). Run in CO (methanol), CO (methanol). Conditions: time 3 hour. Yields the product COC1=CC=C(C=C1)C=1N=C(SC1C1=CC=C(C=C1)OC)NC(=S)N (4,5-bis(4-methoxyphenyl)-2-thioureidothiazole). Yield: 95.3%. As a reaction SMILES: [OH-].[Na+].C([NH:11][C:12](=[S:35])[NH:13][C:14]1[S:15][C:16]([C:27]2[CH:32]=[CH:31][C:30]([O:33][CH3:34])=[CH:29][CH:28]=2)=[C:17]([C:19]2[CH:24]=[CH:23][C:22]([O:25][CH3:26])=[CH:21][CH:20]=2)[N:18]=1)(=O)C1C=CC=CC=1.O>CO>[CH3:26][O:25][C:22]1[CH:23]=[CH:24][C:19]([C:17]2[N:18]=[C:14]([NH:13][C:12]([NH2:11])=[S:35])[S:15][C:16]=2[C:27]2[CH:32]=[CH:31][C:30]([O:33][CH3:34])=[CH:29][CH:28]=2)=[CH:20][CH:21]=1 |f:0.1|. Reported procedure: A solution of sodium hydroxide (0.36 g) in methanol (4.1 ml) was added to a solution of 2-(3-benzoylthioureido)-4,5-bis(4-methoxyphenyl)thiazole (4.3 g) and water (0.5 ml) in methanol (25 ml). The resulting mixture was stirred for 3 hours at 55°~60° C. The methanol was evaporated in vacuo and the residue was triturated with water. The precipitates were collected by filtration and dried to give 4,5-bis(4-methoxyphenyl)-2-thioureidothiazole (3.20 g).